From a dataset of the Open Reaction Database (ORD), a public repository of structured organic reaction records. describe an organic reaction: reactants, conditions, products, and yield Reactants: C1CCOC1, CCC(O)CC, CS(C)=O, Cc1cc(C)c(-c2cccc3c(Cl)cc(C)nc23)c(C)c1, [H-], [Na+]. Yields the product CCC(CC)Oc1cc(C)nc2c(-c3c(C)cc(C)cc3C)cccc12. Reaction SMILES: [CH2:34]1[O:35][CH2:36][CH2:37][CH2:38]1.[CH3:1][CH2:2][CH:3]([CH2:4][CH3:5])[OH:6].[CH3:30][S:31]([CH3:32])=[O:33].[Cl:9][c:10]1[cH:11][c:12]([CH3:29])[n:13][c:14]2[c:15](-[c:20]3[c:21]([CH3:28])[cH:22][c:23]([CH3:27])[cH:24][c:25]3[CH3:26])[cH:16][cH:17][cH:18][c:19]12.[H-:7].[Na+:8]>>[CH3:1][CH2:2][CH:3]([CH2:4][CH3:5])[O:6][c:10]1[cH:11][c:12]([CH3:29])[n:13][c:14]2[c:15](-[c:20]3[c:21]([CH3:28])[cH:22][c:23]([CH3:27])[cH:24][c:25]3[CH3:26])[cH:16][cH:17][cH:18][c:19]12.